Dataset: the Open Reaction Database (ORD), a public repository of structured organic reaction records. Task: describe an organic reaction: reactants, conditions, products, and yield Reactants: NC(CCCCNC(=O)OCc1ccccc1)C(=O)OCc1ccccc1, CC(N)C(=O)OCc1ccccc1, COC(=O)CCC(C)C(=O)NC(CCCCN)C(=O)O. Yields the product CC(CCC(=O)O)C(=O)NC(CCCCN)C(=O)O. As a reaction SMILES: [CH2:1]([O:2][C:3](=[O:4])[CH:5]([CH2:6][CH2:7][CH2:8][CH2:9][NH:10][C:11]([O:12][CH2:13][c:14]1[cH:15][cH:16][cH:17][cH:18][cH:19]1)=[O:20])[NH2:21])[c:22]1[cH:23][cH:24][cH:25][cH:26][cH:27]1.[CH2:28]([O:29][C:30](=[O:31])[CH:32]([CH3:33])[NH2:34])[c:35]1[cH:36][cH:37][cH:38][cH:39][cH:40]1.[CH3:41][O:42][C:43](=[O:44])[CH2:45][CH2:46][CH:47]([C:48](=[O:49])[NH:50][CH:51]([CH2:52][CH2:53][CH2:54][CH2:55][NH2:56])[C:57](=[O:58])[OH:59])[CH3:60]>>[O:42]=[C:43]([OH:44])[CH2:45][CH2:46][CH:47]([C:48](=[O:49])[NH:50][CH:51]([CH2:52][CH2:53][CH2:54][CH2:55][NH2:56])[C:57](=[O:58])[OH:59])[CH3:60]. The reactants are Cl.C(C)(=O)SC1/C(/CNCC1)=C/C1=NN(C=C1)C(=O)OC(C)(C)C ((E)-4-(acetylsulfanyl)-3-{[1-(t-butoxycarbonyl)-1H-pyrazol-3-yl]methylidene}piperidine hydrochloride), BrC(C(=O)C1CC1)C1=C(C=CC=C1)F (2-bromo-2-(2-fluorophenyl)-1-cyclopropylethanone), C([O-])([O-])=O.[K+].[K+] (potassium carbonate). Solvent: C(C)(=O)OCC (ethyl acetate), CN(C=O)C (N,N-dimethylformamide). Run at time 1 hour. Product: C(C)(=O)SC1/C(/CN(CC1)C(C(=O)C1CC1)C1=C(C=CC=C1)F)=C/C1=NN(C=C1)C(=O)OC(C)(C)C ((E)-4-(acetylsulfanyl)-3-{[1-(t-butoxycarbonyl)-1H-pyrazol-3-yl]methylidene}-1-[2-cyclopropyl-1-(2-fluorophenyl)-2-oxoethyl]piperidine). The yield is 30.4%. Reaction SMILES: Cl.[C:2]([S:5][CH:6]1[CH2:11][CH2:10][NH:9][CH2:8]/[C:7]/1=[CH:12]\[C:13]1[CH:17]=[CH:16][N:15]([C:18]([O:20][C:21]([CH3:24])([CH3:23])[CH3:22])=[O:19])[N:14]=1)(=[O:4])[CH3:3].Br[CH:26]([C:32]1[CH:37]=[CH:36][CH:35]=[CH:34][C:33]=1[F:38])[C:27]([CH:29]1[CH2:31][CH2:30]1)=[O:28].C(=O)([O-])[O-].[K+].[K+]>CN(C)C=O.C(OCC)(=O)C>[C:2]([S:5][CH:6]1[CH2:11][CH2:10][N:9]([CH:26]([C:32]2[CH:37]=[CH:36][CH:35]=[CH:34][C:33]=2[F:38])[C:27]([CH:29]2[CH2:30][CH2:31]2)=[O:28])[CH2:8]/[C:7]/1=[CH:12]\[C:13]1[CH:17]=[CH:16][N:15]([C:18]([O:20][C:21]([CH3:24])([CH3:23])[CH3:22])=[O:19])[N:14]=1)(=[O:4])[CH3:3] |f:0.1,3.4.5|. Procedure: To a solution of (E)-4-(acetylsulfanyl)-3-{[1-(t-butoxycarbonyl)-1H-pyrazol-3-yl]methylidene}piperidine hydrochloride (1.15 g) and 2-bromo-2-(2-fluorophenyl)-1-cyclopropylethanone (0.88 g) in N,N-dimethylformamide (20 ml) was added potassium carbonate (0.24 g) under ice-cooling, and the resulting mixture was stirred at room temperature for 1 hour. The reaction mixture was diluted with ethyl acetate and washed with saturated aqueous sodium chloride solution. The organic layer was dried over anhyd...